From a dataset of the Open Reaction Database (ORD), a public repository of structured organic reaction records. describe an organic reaction: reactants, conditions, products, and yield Starting materials: CCN(CC)CCCS(=N)(=O)c1ccc([N+](=O)[O-])cc1, CN(C)C=O, CCI, O. Product: CCN=S(=O)(CCCN(CC)CC)c1ccc([N+](=O)[O-])cc1. As a reaction SMILES: [CH2:1]([CH3:2])[N:3]([CH2:4][CH2:5][CH2:6][S:7](=[O:8])(=[NH:9])[c:10]1[cH:11][cH:12][c:13]([N+:16](=[O:17])[O-:18])[cH:14][cH:15]1)[CH2:19][CH3:20].[CH3:24][N:25]([CH3:26])[CH:27]=[O:28].[I:21][CH2:22][CH3:23].[OH2:29]>>[CH2:1]([CH3:2])[N:3]([CH2:4][CH2:5][CH2:6][S:7](=[O:8])(=[N:9][CH2:22][CH3:23])[c:10]1[cH:11][cH:12][c:13]([N+:16](=[O:17])[O-:18])[cH:14][cH:15]1)[CH2:19][CH3:20]. Reactants: CN[C@H]1CN(CC1)C=1C2=C(N=CN1)N(C=C2)COCC[Si](C)(C)C ((R)—N-methyl-1-(7-((2-(trimethylsilyl)ethoxy)methyl)-7H-pyrrolo[2,3-d]pyrimidin-4-yl)pyrrolidin-3-amine), BrC=1C=C(C#N)C=CC1 (3-bromobenzonitrile), C=1C=CC(=CC1)P(C=2C=CC=CC2)C3=CC=C4C=CC=CC4=C3C5=C6C=CC=CC6=CC=C5P(C=7C=CC=CC7)C=8C=CC=CC8 (BINAP), C(C)(C)(C)O[Na] (t-BuONa). Reagents/catalysts: C=1C=CC(=CC1)/C=C/C(=O)/C=C/C2=CC=CC=C2.C=1C=CC(=CC1)/C=C/C(=O)/C=C/C2=CC=CC=C2.C=1C=CC(=CC1)/C=C/C(=O)/C=C/C2=CC=CC=C2.[Pd].[Pd] (Pd2(dba)3). Run in C1(=CC=CC=C1)C (toluene), CCOC(=O)C (EtOAc). Product: CN(C=1C=C(C#N)C=CC1)[C@H]1CN(CC1)C=1C2=C(N=CN1)N(C=C2)COCC[Si](C)(C)C ((R)-3-(methyl(1-(7-((2-(trimethylsilyl)ethoxy)methyl)-7H-pyrrolo[2,3-d]pyrimidin-4-yl)pyrrolidin-3-yl)amino)benzonitrile). As a reaction SMILES: [CH3:1][NH:2][C@@H:3]1[CH2:7][CH2:6][N:5]([C:8]2[C:9]3[CH:16]=[CH:15][N:14]([CH2:17][O:18][CH2:19][CH2:20][Si:21]([CH3:24])([CH3:23])[CH3:22])[C:10]=3[N:11]=[CH:12][N:13]=2)[CH2:4]1.Br[C:26]1[CH:27]=[C:28]([CH:31]=[CH:32][CH:33]=1)[C:29]#[N:30].C1C=CC(P(C2C(C3C(P(C4C=CC=CC=4)C4C=CC=CC=4)=CC=C4C=3C=CC=C4)=C3C(C=CC=C3)=CC=2)C2C=CC=CC=2)=CC=1.C(O[Na])(C)(C)C>C1(C)C=CC=CC=1.CCOC(C)=O.C1C=CC(/C=C/C(/C=C/C2C=CC=CC=2)=O)=CC=1.C1C=CC(/C=C/C(/C=C/C2C=CC=CC=2)=O)=CC=1.C1C=CC(/C=C/C(/C=C/C2C=CC=CC=2)=O)=CC=1.[Pd].[Pd]>[CH3:1][N:2]([C@@H:3]1[CH2:7][CH2:6][N:5]([C:8]2[C:9]3[CH:16]=[CH:15][N:14]([CH2:17][O:18][CH2:19][CH2:20][Si:21]([CH3:23])([CH3:22])[CH3:24])[C:10]=3[N:11]=[CH:12][N:13]=2)[CH2:4]1)[C:26]1[CH:27]=[C:28]([CH:31]=[CH:32][CH:33]=1)[C:29]#[N:30] |f:6.7.8.9.10|. Reported procedure: Under N2, a mixture of (R)—N-methyl-1-(7-((2-(trimethylsilyl)ethoxy)methyl)-7H-pyrrolo[2,3-d]pyrimidin-4-yl)pyrrolidin-3-amine (50 mg, 0.14 mmol), 3-bromobenzonitrile (39 mg, 0.21 mmol), Pd2(dba)3 (1 mg, 0.002 mmol), BINAP (5 mg, 0.008 mmol) and t-BuONa (27 mg, 0.28 mmol) in toluene (2 mL) was stirred at reflux for 6 hour, cooled to ambient temperature, diluted with EtOAc (50 mL), washed with brine (3×10 mL), dried over anhydrous Na2SO4, filtered, and concentrated under reduced pressure. The res... Starting materials: CS(=O)(=O)O (methanesulphonic acid), CSC1=CC=C(C=C1)NS(=O)(=O)NC(C)C (N-(4-Methylthiophenyl)-N′-(1-methylethyl)sulfamide), ClCCl (dichloromethane), O1OOCCC1 (trioxan), ClCCl (dichloromethane). Run at temperature 0 celsius, time 1 hour. Product: C(C)S(=O)(=O)C=1C=CC2=C(CN(S(N2)(=O)=O)C(C)C)C1 (3,4-dihydro-6-(ethylsulfonyl)-3-(1-methylethyl)-1H-2,1,3-benzothiadiazine-2,2-dioxide). As a reaction SMILES: CSC1[CH:8]=[CH:7][C:6]([NH:9][S:10]([NH:13][CH:14]([CH3:16])[CH3:15])(=[O:12])=[O:11])=[CH:5][CH:4]=1.[CH3:17][S:18]([OH:21])(=O)=[O:19].O1C[CH2:26][CH2:25]OO1.Cl[CH2:29]Cl>>[CH2:25]([S:18]([C:17]1[CH:8]=[CH:7][C:6]2[NH:9][S:10](=[O:11])(=[O:12])[N:13]([CH:14]([CH3:15])[CH3:16])[CH2:29][C:5]=2[CH:4]=1)(=[O:21])=[O:19])[CH3:26]. Reported procedure: N-(4-Methylthiophenyl)-N′-(1-methylethyl)sulfamide (4.35 g, 0.016 mol) was dissolved in dry dichloromethane (150 ml) and methanesulphonic acid (18.87 ml, 0.303 mol). The solution was cooled at 0° C. before the addition of trioxan (0.480 g, 0.005 mol) in dichloromethane (15 ml). After stirring at 0° C. for 1 hr, the reaction mixture was poured onto ice-water (250 ml), the layers separated, dried (MgSO4) and concentrated in vacuo to yield 3,4-dihydro-6-(ethylsulfonyl)-3-(1-methylethyl)-1H-2,1,3-be... Starting materials: CC(C)O (2-propanol), ClC=1C=CC(=C2C(C(=CNC12)C(=O)OCC)=O)C(F)(F)F (Ethyl 8-chloro-4-oxo-5-(trifluoromethyl)-1,4-dihydroquinoline-3-carboxylate), C(C)(=O)O (acetic acid), [OH-].[Na+] (Sodium hydroxide). Solvent: O (water), O (water). Product: ClC=1C=CC(=C2C(C(=CNC12)C(=O)O)=O)C(F)(F)F (8-chloro-4-oxo-5-(trifluoromethyl)-1,4-dihydroquinoline-3-carboxylic acid). Isolated yield 88.5%. RXN SMILES: [Cl:1][C:2]1[CH:3]=[CH:4][C:5]([C:18]([F:21])([F:20])[F:19])=[C:6]2[C:11]=1[NH:10][CH:9]=[C:8]([C:12]([O:14]CC)=[O:13])[C:7]2=[O:17].CC(O)C.[OH-].[Na+].C(O)(=O)C>O>[Cl:1][C:2]1[CH:3]=[CH:4][C:5]([C:18]([F:21])([F:19])[F:20])=[C:6]2[C:11]=1[NH:10][CH:9]=[C:8]([C:12]([OH:14])=[O:13])[C:7]2=[O:17] |f:2.3|. Procedure: Ethyl 8-chloro-4-oxo-5-(trifluoromethyl)-1,4-dihydroquinoline-3-carboxylate (15) (1200 g, 3.754 mol) was charged into a reaction vessel followed by the addition of 2-propanol (1.200 L) and water (7.200 L) and stirred. Sodium hydroxide (600.6 g, 7.508 mol) and water (1.200 L) were mixed and allowed to cool to room temperature. The resulting mixture was charged into the reaction vessel and then was heated to 80° C. and stirred for 3.5 h to generate a dark, homogenous mixture. After an additional h...